From a dataset of the Open Reaction Database (ORD), a public repository of structured organic reaction records. describe an organic reaction: reactants, conditions, products, and yield Starting materials: ClCC=1C(=NC=CC1)SC1CCCC1 (3-Chloromethyl-2-cyclopentylsulfanyl-pyridine), COC(CC1=COC2=C1C=CC(=C2C)O)=O ((6-hydroxy-7-methyl-benzofuran-3-yl)-acetic acid methyl ester). The product is C1(CCCC1)SC1=NC=CC=C1COC1=C(C2=C(C(=CO2)CC(=O)O)C=C1)C ([6-(2-cyclopentylsulfanyl-pyridin-3-ylmethoxy)-7-methyl-benzofuran-3-yl]-acetic acid). The yield is 83.9%. Reaction SMILES: Cl[CH2:2][C:3]1[C:4]([S:9][CH:10]2[CH2:14][CH2:13][CH2:12][CH2:11]2)=[N:5][CH:6]=[CH:7][CH:8]=1.C[O:16][C:17](=[O:30])[CH2:18][C:19]1[C:23]2[CH:24]=[CH:25][C:26]([OH:29])=[C:27]([CH3:28])[C:22]=2[O:21][CH:20]=1>>[CH:10]1([S:9][C:4]2[C:3]([CH2:2][O:29][C:26]3[CH:25]=[CH:24][C:23]4[C:19]([CH2:18][C:17]([OH:30])=[O:16])=[CH:20][O:21][C:22]=4[C:27]=3[CH3:28])=[CH:8][CH:7]=[CH:6][N:5]=2)[CH2:14][CH2:13][CH2:12][CH2:11]1. Procedure: 3-Chloromethyl-2-cyclopentylsulfanyl-pyridine (21 mg, 0.09 mmol) obtained in Step C of Preparation Example 8 and (6-hydroxy-7-methyl-benzofuran-3-yl)-acetic acid methyl ester (21 mg, 0.09 mmol) obtained in Preparation Example 54 were used to react sequentially in the same manner as in Steps A and B of Example 1 to obtain the title compound (30 mg, 83%). Reactants: OC=1C=C(C=O)C=CC1O (3,4-dihydroxybenzaldehyde), aldehyde, alcohol, C(CCC(=O)OC1C[C@H]2CC[C@@H](C1)N2C)(=O)OC2C[C@H]1CC[C@@H](C2)N1C (bis-tropan-3-yl succinate), C(C)(=O)OC=1C=C(CBr)C=CC1OC(C)=O (3,4-diacetoxybenzyl bromide). Run in CC(=O)C (acetone). Reaction conditions: temperature 65 celsius. Yields the product [Br-].[Br-].C(CCC(=O)OC1C[C@H]2CC[C@@H](C1)[N+]2(C)CC2=CC(=C(C=C2)OC(C)=O)OC(C)=O)(=O)OC2C[C@H]1CC[C@@H](C2)[N+]1(C)CC1=CC(=C(C=C1)OC(C)=O)OC(C)=O (bis-[N-(3,4-diacetoxybenzyl)tropanium-3-yl] succinate dibromide). Yield: 75.0%. As a reaction SMILES: [C:1]([O:17][CH:18]1[CH2:24][C@H:23]2[N:25]([CH3:26])[C@H:20]([CH2:21][CH2:22]2)[CH2:19]1)(=[O:16])[CH2:2][CH2:3][C:4]([O:6][CH:7]1[CH2:13][C@H:12]2[N:14]([CH3:15])[C@H:9]([CH2:10][CH2:11]2)[CH2:8]1)=[O:5].[C:27]([O:30][C:31]1[CH:32]=[C:33]([CH:36]=[CH:37][C:38]=1[O:39][C:40](=[O:42])[CH3:41])[CH2:34][Br:35])(=[O:29])[CH3:28].[OH:43][C:44]1[CH:45]=[C:46]([CH:49]=[CH:50][C:51]=1[OH:52])[CH:47]=O>CC(C)=O>[Br-:35].[Br-:35].[C:4]([O:6][CH:7]1[CH2:8][C@H:9]2[N+:14]([CH2:47][C:46]3[CH:49]=[CH:50][C:51]([O:52][C:4](=[O:5])[CH3:3])=[C:44]([O:43][C:7](=[O:6])[CH3:8])[CH:45]=3)([CH3:15])[C@H:12]([CH2:11][CH2:10]2)[CH2:13]1)(=[O:5])[CH2:3][CH2:2][C:1]([O:17][CH:18]1[CH2:19][C@H:20]2[N+:25]([CH2:34][C:33]3[CH:36]=[CH:37][C:38]([O:39][C:40](=[O:42])[CH3:41])=[C:31]([O:30][C:27](=[O:29])[CH3:28])[CH:32]=3)([CH3:26])[C@H:23]([CH2:22][CH2:21]2)[CH2:24]1)=[O:16] |f:4.5.6|. Reported procedure: To a solution of 5.0 g (13.7 mmol) of bis-tropan-3-yl succinate in 100 mL of dry acetone is added 9.8 g (34.3 mmol) of 3,4-diacetoxybenzyl bromide (prepared from 3,4-dihydroxybenzaldehyde through acetylation of the hydroxy groups, reduction of the aldehyde to the corresponding alcohol, and bromination). Then the mixture is heated at 60-70° C. for 10 hours. The precipitate is collected by filtration, washing with acetone and ether, and drying under vacuum to yield 9.6 g (75%) of bis-[N-(3,4-diace...